From a dataset of the Open Reaction Database (ORD), a public repository of structured organic reaction records. describe an organic reaction: reactants, conditions, products, and yield The reactants are CCOC(=O)C(CC(C)C)c1cc(-c2ccc(C(F)(F)F)cc2)c(OCC2CC2)c([N+](=O)[O-])c1, O=C[O-], [NH4+], O, Cc1ccccc1. Yields the product CCOC(=O)C(CC(C)C)c1cc(N)c(OCC2CC2)c(-c2ccc(C(F)(F)F)cc2)c1. RXN SMILES: [CH:1]1([CH2:4][O:5][c:6]2[c:7]([N+:32]([O-:33])=[O:34])[cH:8][c:9]([CH:22]([C:23](=[O:24])[O:25][CH2:26][CH3:27])[CH2:28][CH:29]([CH3:30])[CH3:31])[cH:10][c:11]2-[c:12]2[cH:13][cH:14][c:15]([C:18]([F:19])([F:20])[F:21])[cH:16][cH:17]2)[CH2:2][CH2:3]1.[CH:35]([O-:36])=[O:37].[NH4+:38].[OH2:39].[c:40]1([CH3:41])[cH:42][cH:43][cH:44][cH:45][cH:46]1>>[CH:1]1([CH2:4][O:5][c:6]2[c:7]([NH2:32])[cH:8][c:9]([CH:22]([C:23](=[O:24])[O:25][CH2:26][CH3:27])[CH2:28][CH:29]([CH3:30])[CH3:31])[cH:10][c:11]2-[c:12]2[cH:13][cH:14][c:15]([C:18]([F:19])([F:20])[F:21])[cH:16][cH:17]2)[CH2:2][CH2:3]1. Starting materials: N1=CC=CC2=C1NC1=C(NC2)C=CC=C1 (6,11-dihydro-5H-pyrido[2,3-b][1,5]benzodiazepine), C([O-])([O-])=O.[K+].[K+] (potassium carbonate), CN(C=O)C (dimethylformamide), FC(C1=C(C(=O)Cl)C=CC(=C1)F)(F)F (2-trifluoromethyl-4-fluorobenzoyl chloride), CN(C=O)C (dimethylformamide). The solvent is O (water). Conditions: time 2 hour. The product is N1=CC=CC2=C1NC1=C(N(C2)C(=O)C2=C(C=C(C=C2)N2N=C(C=C2)C)C(F)(F)F)C=CC=C1 ((5,11-dihydro-pyrido[2,3-b][1,5]benzodiazepin-6-yl)-[4-(3-methyl-pyrazol-1-yl)-2-trifluoromethyl-phenyl]-methanone). Yield: 33.1%. RXN SMILES: [N:1]1[C:6]2[NH:7][C:8]3[CH:15]=[CH:14][CH:13]=[CH:12][C:9]=3[NH:10][CH2:11][C:5]=2[CH:4]=[CH:3][CH:2]=1.C(=O)([O-])[O-].[K+].[K+].[F:22][C:23]([F:35])([F:34])[C:24]1[CH:32]=[C:31](F)[CH:30]=[CH:29][C:25]=1[C:26](Cl)=[O:27].C[N:37]([CH3:40])C=O>O>[N:1]1[C:6]2[NH:7][C:8]3[CH:15]=[CH:14][CH:13]=[CH:12][C:9]=3[N:10]([C:26]([C:25]3[CH:29]=[CH:30][C:31]([N:37]4[CH:40]=[CH:9][C:8]([CH3:15])=[N:7]4)=[CH:32][C:24]=3[C:23]([F:35])([F:34])[F:22])=[O:27])[CH2:11][C:5]=2[CH:4]=[CH:3][CH:2]=1 |f:1.2.3|. Procedure: To a solution of 6,11-dihydro-5H-pyrido[2,3-b][1,5]benzodiazepine of Example 1, Step B (10.6 g, 53.8 mmol) in dimethylformamide (125 mL) under nitrogen was added potassium carbonate (22.4 g, 162 mmol). The mixture was cooled and treated dropwise with a solution of crude 2-trifluoromethyl-4-fluorobenzoyl chloride of Step A (81 mmol) in dimethylformamide (25 mL). After stirring at room temperature for 2 hours, the mixture was diluted with water and extracted with dichloromethane. The organic extra...